Dataset: the Open Reaction Database (ORD), a public repository of structured organic reaction records. Task: describe an organic reaction: reactants, conditions, products, and yield Starting materials: C(C)(C)(C)OC(=O)N1CCC(CC1)C(C1=CC=C(C=C1)OC(F)(F)F)O (4-[hydroxy-(4-trifluoromethoxy-phenyl)-methyl]-piperidine-1-carboxylic acid tert-butyl ester), SiO2, C=1C=C[NH+]=CC1.[O-][Cr](=O)(=O)Cl (PCC). Run in C(Cl)Cl (CH2Cl2). Reaction conditions: time 3 hour. The product is C(C)(C)(C)OC(=O)N1CCC(CC1)C(C1=CC=C(C=C1)OC(F)(F)F)=O (4-(4-trifluoromethoxy-benzoyl)-piperidine-1-carboxylic acid tert-butyl ester). Isolated yield 100.0%. RXN SMILES: [C:1]([O:5][C:6]([N:8]1[CH2:13][CH2:12][CH:11]([CH:14]([OH:26])[C:15]2[CH:20]=[CH:19][C:18]([O:21][C:22]([F:25])([F:24])[F:23])=[CH:17][CH:16]=2)[CH2:10][CH2:9]1)=[O:7])([CH3:4])([CH3:3])[CH3:2].C1C=C[NH+]=CC=1.[O-][Cr](Cl)(=O)=O>C(Cl)Cl>[C:1]([O:5][C:6]([N:8]1[CH2:9][CH2:10][CH:11]([C:14](=[O:26])[C:15]2[CH:16]=[CH:17][C:18]([O:21][C:22]([F:23])([F:24])[F:25])=[CH:19][CH:20]=2)[CH2:12][CH2:13]1)=[O:7])([CH3:4])([CH3:2])[CH3:3] |f:1.2|. Procedure: To a solution of 4-[hydroxy-(4-trifluoromethoxy-phenyl)-methyl]-piperidine-1-carboxylic acid tert-butyl ester (see EXAMPLE 32) (604 mg, 1.61 mmol) in CH2Cl2 (8 mL) was added SiO2 (2 g) followed by PCC (1.04 g, 4.82 mmol), and the mixture was stirred at room temperature for 3 h to give 4-(4-trifluoromethoxy-benzoyl)-piperidine-1-carboxylic acid tert-butyl ester as colourless crystals (601 mg, 100%) after purification.